This data is from the Open Reaction Database (ORD), a public repository of structured organic reaction records. The task is: describe an organic reaction: reactants, conditions, products, and yield Reactants: C(C1=CC=CC=C1)(=O)OC1C(N(C2=CC=C(C=C12)C)CC)=O (1-ethyl-5-methyl-2-oxoindolin-3-yl benzoate), CC=1C=C2C(C(N(C2=CC1)CCC)=O)=O (5-methyl-1-propylindoline-2,3-dione). The product is C(C1=CC=CC=C1)(=O)OC1C(N(C2=CC=C(C=C12)C)CCC)=O (5-methyl-2-oxo-1-propylindolin-3-yl benzoate). Reaction SMILES: [C:1]([O:9][CH:10]1[C:18]2[C:13](=[CH:14][CH:15]=[C:16]([CH3:19])[CH:17]=2)[N:12]([CH2:20][CH3:21])[C:11]1=[O:22])(=[O:8])[C:2]1[CH:7]=[CH:6][CH:5]=[CH:4][CH:3]=1.[CH3:23]C1C=C2C(=CC=1)N(CCC)C(=O)C2=O>>[C:1]([O:9][CH:10]1[C:18]2[C:13](=[CH:14][CH:15]=[C:16]([CH3:19])[CH:17]=2)[N:12]([CH2:20][CH2:21][CH3:23])[C:11]1=[O:22])(=[O:8])[C:2]1[CH:3]=[CH:4][CH:5]=[CH:6][CH:7]=1. Reported procedure: Was made in an analogous fashion to 1-ethyl-5-methyl-2-oxoindolin-3-yl benzoate using 5-methyl-1-propylindoline-2,3-dione. 1H NMR δ 8.13 (dd, 2H), 7.60 (t, 1H), 7.46 (dd, 2H), 7.27 (s, 1H), 7.17 (dd, 1H), 6.80 (d, 1H), 6.19 (s, 1H), 3.74 (m, 2H), 2.33 (s, 3H), 1.80 (m, 2H), 1.04 (t, 3H). The reactants are CC(C)(C)C(=O)CBr, CN(C)C=O, [H-], [Na+], CC(C)(C)OC(=O)Cc1cccc(NC(=O)NC2CN(C3CCCCC3)c3ccccc3NC2=O)c1. Yields the product CC(C)(C)OC(=O)Cc1cccc(NC(=O)NC2CN(C3CCCCC3)c3ccccc3N(CC(=O)C(C)(C)C)C2=O)c1. As a reaction SMILES: [C:39]([CH3:40])([CH3:41])([CH3:42])[C:43](=[O:44])[CH2:45][Br:46].[CH3:47][N:48]([CH3:49])[CH:50]=[O:51].[H-:37].[Na+:38].[O:1]=[C:2]1[CH:3]([NH:19][C:20](=[O:21])[NH:22][c:23]2[cH:24][c:25]([CH2:29][C:30](=[O:31])[O:32][C:33]([CH3:34])([CH3:35])[CH3:36])[cH:26][cH:27][cH:28]2)[CH2:4][N:5]([CH:13]2[CH2:14][CH2:15][CH2:16][CH2:17][CH2:18]2)[c:6]2[c:7]([cH:9][cH:10][cH:11][cH:12]2)[NH:8]1>>[O:1]=[C:2]1[CH:3]([NH:19][C:20](=[O:21])[NH:22][c:23]2[cH:24][c:25]([CH2:29][C:30](=[O:31])[O:32][C:33]([CH3:34])([CH3:35])[CH3:36])[cH:26][cH:27][cH:28]2)[CH2:4][N:5]([CH:13]2[CH2:14][CH2:15][CH2:16][CH2:17][CH2:18]2)[c:6]2[c:7]([cH:9][cH:10][cH:11][cH:12]2)[N:8]1[CH2:45][C:43]([C:39]([CH3:40])([CH3:41])[CH3:42])=[O:44]. Starting materials: C1(=CC=CC=C1)S(=O)(=O)NCCC1=CC=C(OCC(=O)O)C=C1 (4-(2-benzenesulfonylaminoethyl)phenoxyacetic acid), C(C)(=O)OC(C)=O (acetic anhydride), mixture, [N+](=O)(O)[O-] (nitric acid), Cl (hydrochloric acid). Solvent: C(C)(=O)O (acetic acid). Product: C1(=CC=CC=C1)S(=O)(=O)NCCC1=CC(=C(OCC(=O)O)C=C1)[N+](=O)[O-] (4-(2-benzenesulfonylaminoethyl)-2-nitrophenoxyacetic acid). Reaction SMILES: [C:1]1([S:7]([NH:10][CH2:11][CH2:12][C:13]2[CH:23]=[CH:22][C:16]([O:17][CH2:18][C:19]([OH:21])=[O:20])=[CH:15][CH:14]=2)(=[O:9])=[O:8])[CH:6]=[CH:5][CH:4]=[CH:3][CH:2]=1.C(OC(=O)C)(=O)C.[N+:31]([O-])([OH:33])=[O:32].Cl>C(O)(=O)C>[C:1]1([S:7]([NH:10][CH2:11][CH2:12][C:13]2[CH:14]=[CH:15][C:16]([O:17][CH2:18][C:19]([OH:21])=[O:20])=[C:22]([N+:31]([O-:33])=[O:32])[CH:23]=2)(=[O:8])=[O:9])[CH:2]=[CH:3][CH:4]=[CH:5][CH:6]=1. Procedure: 5 g of 4-(2-benzenesulfonylaminoethyl)phenoxyacetic acid are added to 30 ml of acetic anhydride, and 3 ml of a mixture of conc. nitric acid and acetic acid (1:2) are added thereto under ice-cooling and stirring. After the mixture is reacted for 4 hours at room temperature, the mixture is poured into a mixture of diluted hydrochloric acid and ice, extracted with ethyl acetate, dried and evaporated to remove the solvent. The residue is purified by silica gel column chromatography (solvent; chlorof...